From a dataset of the Open Reaction Database (ORD), a public repository of structured organic reaction records. describe an organic reaction: reactants, conditions, products, and yield The reactants are Grignard reagent, C(C(=O)[O-])(=O)OC1(C(CCC1)CC)CC (ethyl(1-ethylcyclopentyl) oxalate), [Cl-].[NH4+] (ammonium chloride), ClC[Si](C)(C)C (chloromethyltrimethylsilane), [Mg] (magnesium). The solvent is C(C)OCC (diethyl ether), C(C)OCC (diethyl ether). Reaction conditions: time 2 hour. Yields the product Grignard reagent, OC(C(=O)OC1(CCCC1)CC)(C[Si](C)(C)C)C[Si](C)(C)C (1-ethylcyclopentyl 2-hydroxy-3-trimethylsilyl-2-trimethylsilylmethylpropionate). The yield is 78.9%. Reaction SMILES: Cl[CH2:2][Si:3]([CH3:6])([CH3:5])[CH3:4].[Mg].[C:8]([O:13][C:14]1([CH2:21][CH3:22])[CH2:18][CH2:17][CH2:16][CH:15]1CC)(=[O:12])[C:9]([O-])=[O:10].[Cl-].[NH4+]>C(OCC)C>[OH:10][C:9]([CH2:2][Si:3]([CH3:6])([CH3:5])[CH3:4])([CH2:2][Si:3]([CH3:6])([CH3:5])[CH3:4])[C:8]([O:13][C:14]1([CH2:21][CH3:22])[CH2:18][CH2:17][CH2:16][CH2:15]1)=[O:12] |f:3.4|. Procedure details: Under a nitrogen atmosphere, a Grignard reagent solution was prepared from 100 g of chloromethyltrimethylsilane, 20 g of magnesium and 500 ml of diethyl ether. Under a nitrogen atmosphere, the Grignard reagent solution was slowly added dropwise to a solution of 80 g of ethyl(1-ethylcyclopentyl) oxalate (which had been prepared by reacting ethyl chloroglyoxylate and 1-ethylcyclopentanol in pyridine) in 360 ml of diethyl ether at −40° C. After 2 hours of stirring at the temperature, the solution w... Starting materials: O1CCNC2=C1C=CC(=C2)N (3,4-dihydro-2H-benzo[1,4]oxazin-6-yl amine), FC(C(CC(=O)OCC)=O)(F)F (ethyl 4,4,4-trifluoroacetoacetate), O1CCNC2=C1C=CC(=C2)NC(CC(C(F)(F)F)=O)=O (N-(3,4-dihydro-2H-benzo[1,4]oxazin-6-yl)-4,4,4-trifluoro-3-oxo-butyramide), O1CCNC2=C1C=CC(=C2)NC(CC(C(F)(F)F)=O)=O (N-(3,4-dihydro-2H-benzo[1,4]oxazin-6-yl)-4,4,4-trifluoro-3-oxo-butyramide). The reagents and catalysts are N1=CC=CC=C1 (pyridine). Solvent: C1(=CC=CC=C1)C (toluene). Run at time 8 hour. The product is FC(C1=CC(NC=2C=C3NCCOC3=CC12)=O)(F)F (8-trifluoromethyl-3,4-dihydro-2H,5H-1-oxa-4,5diaza-anthracen-6-one). Reaction SMILES: O1C2C=CC(N)=CC=2NCC1.FC(F)(F)C(=O)CC(OCC)=O.[O:24]1[C:29]2[CH:30]=[CH:31][C:32]([NH:34][C:35](=[O:43])[CH2:36][C:37](=O)[C:38]([F:41])([F:40])[F:39])=[CH:33][C:28]=2[NH:27][CH2:26][CH2:25]1>C1(C)C=CC=CC=1.N1C=CC=CC=1>[F:39][C:38]([F:41])([F:40])[C:37]1[C:31]2[CH:30]=[C:29]3[C:28]([NH:27][CH2:26][CH2:25][O:24]3)=[CH:33][C:32]=2[NH:34][C:35](=[O:43])[CH:36]=1. Procedure details: To a solution of 3,4-dihydro-2H-benzo[1,4]oxazin-6-yl amine (0.56 g, 3.73 mmol) in toluene (20 mL) was added ethyl 4,4,4-trifluoroacetoacetate (0.55 mL, 3.73 mmol) and 4 drops of pyridine. The solution was heated to reflux for 6 hours, then allowed to stir overnight at room temperature. The solvent was removed under vacuum and the residue triturated with diethyl ether. The solid was filtered off and washed with diethyl ether to yield a gray solid which was determined by 1HNMR to contain crude N-... The reactants are [Si](C)(C)(C(C)(C)C)OCC1=CC=CC(=N1)\N=C\1/SC=CN1COC (6-(((tert-butyl(dimethyl)silyl)oxy)methyl)-N-((2Z)-3-(methoxymethyl)-1,3-thiazol-2(3H)-ylidene)pyridin-2-amine), FC(C(=O)O)(F)F (trifluoroacetic acid). Solvent: C(Cl)(Cl)Cl (chloroform), CO (methanol). Conditions: time 8 hour. The product is COCN1/C(/SC=C1)=N/C1=CC=CC(=N1)CO ((6-(((2Z)-3-(methoxymethyl)-1,3-thiazol-2(3H)-ylidene)amino)pyridin-2-yl)methanol). Reaction SMILES: [Si]([O:8][CH2:9][C:10]1[N:15]=[C:14](/[N:16]=[C:17]2\[S:18][CH:19]=[CH:20][N:21]\2[CH2:22][O:23][CH3:24])[CH:13]=[CH:12][CH:11]=1)(C(C)(C)C)(C)C.FC(F)(F)C(O)=O>C(Cl)(Cl)Cl.CO>[CH3:24][O:23][CH2:22][N:21]1[CH:20]=[CH:19][S:18]/[C:17]/1=[N:16]\[C:14]1[N:15]=[C:10]([CH2:9][OH:8])[CH:11]=[CH:12][CH:13]=1. Procedure: To a solution of 14.28 g of 6-(((tert-butyl(dimethyl)silyl)oxy)methyl)-N-((2Z)-3-(methoxymethyl)-1,3-thiazol-2(3H)-ylidene)pyridin-2-amine in 30 ml of chloroform and 30 ml of methanol was added 30 ml of trifluoroacetic acid under cooling with ice, followed by stirring the reaction mixture at room temperature overnight. The reaction mixture was evaporated in vacuo. The resulting residue was neutralized with saturated aqueous sodium bicarbonate solution and extracted with ethyl acetate. The result... The reactants are C(C)C1(C2CC3CC(CC1C3)C2)O (2-ethyl-2-adamantanol), C1(=CC=C(C=C1)S(=O)(=O)O)C (p-toluenesulfonic acid). Run in C1(=CC=CC=C1)C (toluene). Yields the product C(C)=C1C2CC3CC(CC1C3)C2 (2-ethylideneadamantane). Reaction SMILES: [CH2:1]([C:3]1(O)[CH:10]2[CH2:11][CH:6]3[CH2:7][CH:8]([CH2:12][CH:4]1[CH2:5]3)[CH2:9]2)[CH3:2].C1(C)C=CC(S(O)(=O)=O)=CC=1>C1(C)C=CC=CC=1>[CH:1](=[C:3]1[CH:4]2[CH2:12][CH:8]3[CH2:7][CH:6]([CH2:11][CH:10]1[CH2:9]3)[CH2:5]2)[CH3:2]. Procedure details: 70 g of 2-ethyl-2-adamantanol was dissolved in toluene, 1 g of p-toluenesulfonic acid was added, and water was removed by distillation by use of a Dean and Stark dehydrator under heating so as to obtain 2-ethylideneadamantane. To 50 g of the obtained 2-ethylideneadamantane, 500 g of methacrylic acid and 0.1 ml of concentrated sulphuric acid were added, and the resulting mixture was heated at 80° C. for 5 hours. After hexane was added to the obtained reaction mixture, the mixture was washed with ... Starting materials: BrC1=C(C=CC=C1)C(CCOS(=O)(=O)C)NC(C1=C(C=CC=C1F)F)=O (N-[1-(2-bromophenyl)-3-(methylsulfonyloxy) propyl]-2,6-difluorobenzamide), COC=1C=CC(=CC1)P2(=S)SP(=S)(S2)C=3C=CC(=CC3)OC (Lawesson's Reagent). Run in C1(=CC=CC=C1)C (toluene). The product is FC1=C(C(=CC=C1)F)C=1SCCC(N1)C1=C(C=CC=C1)Br (2-(2,6-difluorophenyl)-4-(2-bromophenyl)-5,6-dihydro-4H-1,3-thiazine). Yield: 48.7%. Reaction SMILES: [Br:1][C:2]1[CH:7]=[CH:6][CH:5]=[CH:4][C:3]=1[CH:8]([NH:16][C:17](=O)[C:18]1[C:23]([F:24])=[CH:22][CH:21]=[CH:20][C:19]=1[F:25])[CH2:9][CH2:10]OS(C)(=O)=O.COC1C=CC(P2(SP(C3C=CC(OC)=CC=3)(=S)S2)=[S:36])=CC=1>C1(C)C=CC=CC=1>[F:25][C:19]1[CH:20]=[CH:21][CH:22]=[C:23]([F:24])[C:18]=1[C:17]1[S:36][CH2:10][CH2:9][CH:8]([C:3]2[CH:4]=[CH:5][CH:6]=[CH:7][C:2]=2[Br:1])[N:16]=1. Procedure: To a solution of 1.0 g of N-[1-(2-bromophenyl)-3-(methylsulfonyloxy) propyl]-2,6-difluorobenzamide in 15 ml of toluene at room temperature, was added 1.1 g of Lawesson's Reagent. The reaction mixture was refluxed for 1 hour and concentrated under reduced pressure. The residue was subjected to silica gel chromatography to afford 0.4 g of 2-(2,6-difluorophenyl)-4-(2-bromophenyl)-5,6-dihydro-4H-1,3-thiazine. m.p. 136°-138° C. Reaction SMILES: [CH2:1]([CH3:2])[O:3][C:4]([CH2:5][CH2:6][N:7]([C:8]([CH2:9][n:10]1[c:11](=[O:12])[nH:13][c:14](=[O:15])[c:16]([CH3:17])[cH:18]1)=[O:19])[CH2:20][NH:21][C:22](=[O:23])[O:24][C:25]([CH3:26])([CH3:27])[CH3:28])=[O:29].[CH2:30]1[O:31][CH2:32][CH2:33][CH2:34]1.[Li+:36].[OH-:35]>>[O:3]=[C:4]([CH2:5][CH2:6][N:7]([C:8]([CH2:9][n:10]1[c:11](=[O:12])[nH:13][c:14](=[O:15])[c:16]([CH3:17])[cH:18]1)=[O:19])[CH2:20][NH:21][C:22](=[O:23])[O:24][C:25]([CH3:26])([CH3:27])[CH3:28])[OH:29]. Reactants: CCOC(=O)CCN(CNC(=O)OC(C)(C)C)C(=O)Cn1cc(C)c(=O)[nH]c1=O, C1CCOC1, [Li+], [OH-]. The product is Cc1cn(CC(=O)N(CCC(=O)O)CNC(=O)OC(C)(C)C)c(=O)[nH]c1=O. Product: ClC1=CC=CC2=C1C(N1[C@H](C=3N2C=NC3C=3OC(=NN3)CN(CCC)CCC)CC1)=O ((S)-8-chloro-1-(5-dipropylaminomethyl-1,3,4-oxadiazol-2-yl)-12,12a-dihydro-9H,11H-azeto[2,1-c]imidazo[1,5-a][1,4]benzodiazepin-9-one). Solvent: CN(C=O)C (N,N-dimethylformamide). Reported procedure: 1.88 g (5 mmol) of (S)-8-chloro-1-(5-chloromethyl-1,3,4-oxadiazol-2-yl)-12,12a-dihydro-9H,11H-azeto[2,1-c]imidazo[1,5-a][1,4]benzodiazepin-9-one were stirred at room temperature over the weekend with 1.12 g (11 mmol) of dipropylamine and 10 ml of N,N-dimethylformamide. After evaporating the reaction mixture the residue was dissolved in methylene chloride and the solution was washed twice with water and dried over magnesium sulfate. After evaporating the solvent and crystallizing the residue from... Yield: 97.5%. Reactants: ClC1=CC=CC2=C1C(N1[C@H](C=3N2C=NC3C=3OC(=NN3)CCl)CC1)=O ((S)-8-chloro-1-(5-chloromethyl-1,3,4-oxadiazol-2-yl)-12,12a-dihydro-9H,11H-azeto[2,1-c]imidazo[1,5-a][1,4]benzodiazepin-9-one), C(CC)NCCC (dipropylamine). Reaction SMILES: [Cl:1][C:2]1[C:7]2[C:8](=[O:25])[N:9]3[CH2:24][CH2:23][C@H:10]3[C:11]3[N:12]([CH:13]=[N:14][C:15]=3[C:16]3[O:17][C:18]([CH2:21]Cl)=[N:19][N:20]=3)[C:6]=2[CH:5]=[CH:4][CH:3]=1.[CH2:26]([NH:29][CH2:30][CH2:31][CH3:32])[CH2:27][CH3:28]>CN(C)C=O>[Cl:1][C:2]1[C:7]2[C:8](=[O:25])[N:9]3[CH2:24][CH2:23][C@H:10]3[C:11]3[N:12]([CH:13]=[N:14][C:15]=3[C:16]3[O:17][C:18]([CH2:21][N:29]([CH2:30][CH2:31][CH3:32])[CH2:26][CH2:27][CH3:28])=[N:19][N:20]=3)[C:6]=2[CH:5]=[CH:4][CH:3]=1. The reactants are ClC1=C(N=CN(C1=O)C=1C=C(C(=O)NCC(=O)N)C=CC1C)OCC1=C(C=C(C=C1)F)F (3-[5-chloro-4-[(2,4-difluorobenzyl)oxy]-6-oxopyrimidin-1(6H)-yl]-N-[1-(aminocarbonyl)methyl]-4-methylbenzamide), Cl.NCC(=O)N (glycineamide HCl). Yields the product ClC1=C(N=CN(C1=O)C=1C=C(C(=O)NCC(=O)NC)C=CC1C)OCC1=C(C=C(C=C1)F)F (3-[5-chloro-4-[(2,4-difluorobenzyl)oxy]-6-oxopyrimidin-1(6H)-yl]-4-methyl-N-{1-[(methylamino)carbonyl]methyl}benzamide). Procedure details: The title compound was prepared using a procedure similar to that used in Step 4 of the synthesis of 3-[5-chloro-4-[(2,4-difluorobenzyl)oxy]-6-oxopyrimidin-1(6H)-yl]-N-[1-(aminocarbonyl)methyl]-4-methylbenzamide by substituting glycine methyl amide HCl for glycineamide HCl. 1H NMR (CD3OD/400 MHz) δ8.32 (s, 1H), 7.96 (m, 1H), 7.81 (s, 1H), 7.61 (q, 1H, J=8.4 Hz), 7.55 (d, 1H, J=8.0 Hz), 7.02 (m, 2H), 5.60 (m, 2H), 3.99 (s, 2H), 2.74 (s, 3H), 2.21 (s, 3H). ESHRMS m/z 477.1141 (M+H calculated for C... Reaction SMILES: [Cl:1][C:2]1[C:7](=[O:8])[N:6]([C:9]2[CH:10]=[C:11]([CH:19]=[CH:20][C:21]=2[CH3:22])[C:12]([NH:14][CH2:15][C:16]([NH2:18])=[O:17])=[O:13])[CH:5]=[N:4][C:3]=1[O:23][CH2:24][C:25]1[CH:30]=[CH:29][C:28]([F:31])=[CH:27][C:26]=1[F:32].Cl.N[CH2:35]C(N)=O>>[Cl:1][C:2]1[C:7](=[O:8])[N:6]([C:9]2[CH:10]=[C:11]([CH:19]=[CH:20][C:21]=2[CH3:22])[C:12]([NH:14][CH2:15][C:16]([NH:18][CH3:35])=[O:17])=[O:13])[CH:5]=[N:4][C:3]=1[O:23][CH2:24][C:25]1[CH:30]=[CH:29][C:28]([F:31])=[CH:27][C:26]=1[F:32] |f:1.2|. Starting materials: Fc1cc(Br)ccc1CBr, OC1CCC1, [H-], [Na+], CN(C)C=O. Yields the product Fc1cc(Br)ccc1COC1CCC1. Reaction SMILES: [Br:8][c:9]1[cH:10][c:11]([F:17])[c:12]([CH2:15][Br:16])[cH:13][cH:14]1.[CH:3]1([OH:7])[CH2:4][CH2:5][CH2:6]1.[H-:1].[Na+:2].[O:18]=[CH:19][N:20]([CH3:21])[CH3:22]>>[CH:3]1([O:7][CH2:15][c:12]2[c:11]([F:17])[cH:10][c:9]([Br:8])[cH:14][cH:13]2)[CH2:4][CH2:5][CH2:6]1.